describe an organic reaction: reactants, conditions, products, and yield From a dataset of the Open Reaction Database (ORD), a public repository of structured organic reaction records. The reactants are CC(C)(C)c1ccc(C2CC2C(=O)O)s1, CCCCCC, O=C(Cl)C(=O)Cl. Product: CC(C)(C)c1ccc(C2CC2C(=O)Cl)s1. Reaction SMILES: [C:1]([CH3:2])([CH3:3])([CH3:4])[c:5]1[cH:6][cH:7][c:8]([CH:10]2[CH:11]([C:13](=[O:14])[OH:15])[CH2:12]2)[s:9]1.[CH3:22][CH2:23][CH2:24][CH2:25][CH2:26][CH3:27].[Cl:16][C:17]([C:18]([Cl:19])=[O:20])=[O:21]>>[C:1]([CH3:2])([CH3:3])([CH3:4])[c:5]1[cH:6][cH:7][c:8]([CH:10]2[CH:11]([C:13](=[O:15])[Cl:16])[CH2:12]2)[s:9]1. Product: BrC1=CC=C(C(=N1)OC)N1C=NC(=C1)C (6-bromo-2-methoxy-3-(4-methyl-1H-imidazol-1-yl)pyridine). Reactants: N (ammonia), C(C)(=O)[O-].[NH4+] (ammonium acetate), BrC1=CC=C(C(=N1)OC)N(C=O)CC(C)=O (N-(6-bromo-2-methoxypyridin-3-yl)-N-(2-oxopropyl)formamide), C(C)(=O)OCC (Ethyl acetate), ice water. Yield: 58.0%. RXN SMILES: C([O-])(=O)C.[NH4+:5].[Br:6][C:7]1[N:12]=[C:11]([O:13][CH3:14])[C:10]([N:15]([CH2:18][C:19](=O)[CH3:20])[CH:16]=O)=[CH:9][CH:8]=1.C(OCC)(=O)C.N>C(O)(=O)C>[Br:6][C:7]1[N:12]=[C:11]([O:13][CH3:14])[C:10]([N:15]2[CH:18]=[C:19]([CH3:20])[N:5]=[CH:16]2)=[CH:9][CH:8]=1 |f:0.1|. Run at temperature 130 celsius, time 10 minute. Run in C(C)(=O)O (acetic acid). Procedure: A suspension of ammonium acetate (267 g) and N-(6-bromo-2-methoxypyridin-3-yl)-N-(2-oxopropyl)formamide (199 g) in glacial acetic acid (400 mL) was stirred at 130° C. for one hour and 10 minutes. The reaction solution was brought back to room temperature. Ethyl acetate and ice water were added to the reaction solution, and the mixture was ice-cooled. Then, concentrated aqueous ammonia (500 mL) was added dropwise and then the organic layer was separated. The resulting organic layer was sequential... Starting materials: BrC1=C(C=CC=C1)CC(=O)O (2-bromophenylacetic acid), COC1=C(N)C=C(C=C1)Cl (2-methoxy-5-chloroaniline). Yields the product COC1=C(C=C(C=C1)Cl)NC1=C(C=CC=C1)CC(=O)O (2-[(2-methoxy-5-chlorophenyl)amino]phenylacetic acid). Reaction SMILES: Br[C:2]1[CH:7]=[CH:6][CH:5]=[CH:4][C:3]=1[CH2:8][C:9]([OH:11])=[O:10].[CH3:12][O:13][C:14]1[CH:20]=[CH:19][C:18]([Cl:21])=[CH:17][C:15]=1[NH2:16]>>[CH3:12][O:13][C:14]1[CH:20]=[CH:19][C:18]([Cl:21])=[CH:17][C:15]=1[NH:16][C:2]1[CH:7]=[CH:6][CH:5]=[CH:4][C:3]=1[CH2:8][C:9]([OH:11])=[O:10]. Procedure details: In the manner described in example 3, 2-bromophenylacetic acid is condensed with 2-methoxy-5-chloroaniline to yield 2-[(2-methoxy-5-chlorophenyl)amino]phenylacetic acid.